From a dataset of the Open Reaction Database (ORD), a public repository of structured organic reaction records. describe an organic reaction: reactants, conditions, products, and yield Reported procedure: To an ice-cooled solution of N-methyl-4-phenyl-2-thiazolamine (0.30 g, 1.7 mmol) in N,N-dimethylformamide (5 mL) was added 60% sodium hydride (72 mg, 1.8 mmol), and the mixture was stirred for 30 min. Ethyl 4-[(3-bromopropyl)oxy]benzenepropanoate (0.57 g, 1.8 mmol), was added, and the mixture was stirred at room temperature for 3 hrs. Water was added to the reaction mixture, and the mixture was extracted with ethyl acetate. The extract was washed with water, dried and concentrated. The residue w... Yields the product CN(CCCOC1=CC=C(C=C1)CCC(=O)OCC)C=1SC=C(N1)C1=CC=CC=C1 (ethyl 4-[3-[methyl(4-phenyl-2-thiazolyl)amino]propoxy]benzenepropanoate). Isolated yield 80.4%. The reactants are BrCCCOC1=CC=C(C=C1)CCC(=O)OCC (Ethyl 4-[(3-bromopropyl)oxy]benzenepropanoate), O (Water), ice, CNC=1SC=C(N1)C1=CC=CC=C1 (N-methyl-4-phenyl-2-thiazolamine), [H-].[Na+] (sodium hydride). Reaction SMILES: [CH3:1][NH:2][C:3]1[S:4][CH:5]=[C:6]([C:8]2[CH:13]=[CH:12][CH:11]=[CH:10][CH:9]=2)[N:7]=1.[H-].[Na+].Br[CH2:17][CH2:18][CH2:19][O:20][C:21]1[CH:26]=[CH:25][C:24]([CH2:27][CH2:28][C:29]([O:31][CH2:32][CH3:33])=[O:30])=[CH:23][CH:22]=1.O>CN(C)C=O>[CH3:1][N:2]([C:3]1[S:4][CH:5]=[C:6]([C:8]2[CH:9]=[CH:10][CH:11]=[CH:12][CH:13]=2)[N:7]=1)[CH2:17][CH2:18][CH2:19][O:20][C:21]1[CH:26]=[CH:25][C:24]([CH2:27][CH2:28][C:29]([O:31][CH2:32][CH3:33])=[O:30])=[CH:23][CH:22]=1 |f:1.2|. The solvent is CN(C=O)C (N,N-dimethylformamide). Conditions: time 30 minute. The reactants are [N+](=O)([O-])C1=CC=C(C=C1)S(=O)(=O)N1CCN(CC1)C1=C(C=CC=C1F)F (1-[(p-nitrophenyl)sulfonyl]-4-(2,6-difluorophenyl)piperazine). Reagents/catalysts: [Cl-].[Cl-].[Cl-].[Ti+3] (titanium trichloride). The product is NC1=CC=C(C=C1)S(=O)(=O)N1CCN(CC1)C1=C(C=CC=C1F)F (1-[(p-aminophenyl)sulfonyl]-4-(2,6-difluorophenyl)piperazine). RXN SMILES: [N+:1]([C:4]1[CH:9]=[CH:8][C:7]([S:10]([N:13]2[CH2:18][CH2:17][N:16]([C:19]3[C:24]([F:25])=[CH:23][CH:22]=[CH:21][C:20]=3[F:26])[CH2:15][CH2:14]2)(=[O:12])=[O:11])=[CH:6][CH:5]=1)([O-])=O>[Cl-].[Cl-].[Cl-].[Ti+3]>[NH2:1][C:4]1[CH:9]=[CH:8][C:7]([S:10]([N:13]2[CH2:18][CH2:17][N:16]([C:19]3[C:20]([F:26])=[CH:21][CH:22]=[CH:23][C:24]=3[F:25])[CH2:15][CH2:14]2)(=[O:12])=[O:11])=[CH:6][CH:5]=1 |f:1.2.3.4|. Reported procedure: In the manner given in Example 5B, 1-[(p-nitrophenyl)sulfonyl]-4-(2,6-difluorophenyl)piperazine is reduced with titanium trichloride to give 1-[(p-aminophenyl)sulfonyl]-4-(2,6-difluorophenyl)piperazine. The reactants are OC1=CC2=C(C=3CCCC3C(CC2)=O)C(=C1O)O (2,3,5,6-tetrahydro-8,9,10-trihydroxy-benz[e]azulen-4(1H)-one), COB(OC)OC (trimethylborate), S(=O)(=O)(C1=CC=C(C)C=C1)Cl (tosyl chloride), Cl (hydrochloric acid). Solvent: C(C)N(CC)CC (triethylamine), O1CCCC1 (tetrahydrofuran), C(Cl)Cl (methylene chloride), O1CCCC1 (tetrahydrofuran), C(Cl)Cl (methylene chloride), O (water). Conditions: time 16 hour. Product: OC=1C(=CC2=C(C=3CCCC3C(CC2)=O)C1O)OS(=O)(=O)C1=CC=C(C=C1)C (9,10-dihydroxy-8-[[(4-methylphenyl)sulfonyl)oxy]-2,3,5,6-tetrahydro-benz[e]azulen-4(1H)-one). Yield: 97.6%. RXN SMILES: [OH:1][C:2]1[C:16]([OH:17])=[C:15]([OH:18])[C:5]2[C:6]3[CH2:7][CH2:8][CH2:9][C:10]=3[C:11](=[O:14])[CH2:12][CH2:13][C:4]=2[CH:3]=1.COB(OC)OC.[S:26](Cl)([C:29]1[CH:35]=[CH:34][C:32]([CH3:33])=[CH:31][CH:30]=1)(=[O:28])=[O:27].Cl>C(Cl)Cl.O1CCCC1.O.C(N(CC)CC)C>[OH:17][C:16]1[C:2]([O:1][S:26]([C:29]2[CH:35]=[CH:34][C:32]([CH3:33])=[CH:31][CH:30]=2)(=[O:28])=[O:27])=[CH:3][C:4]2[CH2:13][CH2:12][C:11](=[O:14])[C:10]3[CH2:9][CH2:8][CH2:7][C:6]=3[C:5]=2[C:15]=1[OH:18]. Procedure: 30 g of 2,3,5,6-tetrahydro-8,9,10-trihydroxy-benz[e]azulen-4(1H)-one obtained in Example 1, 300 ml of tetrahydrofuran, 60 ml of triethylamine and 12.9 ml of trimethylborate were stirred for 90 minutes at 20° C.±2° C. 30 g of tosyl chloride were added and the mixture was stirred for 16 hours at 20° C.±2° C. and then over 10 minutes at 20° C.±2° C., the reaction medium was poured into a stirred mixture of 900 ml of demineralized water and 150 ml of concentrated hydrochloric acid. Then, 90 ml of te... The reactants are C(C)OC(=O)C=1N=C(SC1)C(OCC)OCC (2-(Diethoxymethyl)-4-thiazolecarboxylic acid ethyl ester), Cl (hydrochloric acid). Run in CC(=O)C (acetone). Reaction conditions: temperature 60 celsius. The product is C(C)OC(=O)C=1N=C(SC1)C=O (2-formyl-4-thiazolecarboxylic acid ethyl ester), crude product. As a reaction SMILES: [CH2:1]([O:3][C:4]([C:6]1[N:7]=[C:8]([CH:11](OCC)[O:12]CC)[S:9][CH:10]=1)=[O:5])[CH3:2].Cl>CC(C)=O>[CH2:1]([O:3][C:4]([C:6]1[N:7]=[C:8]([CH:11]=[O:12])[S:9][CH:10]=1)=[O:5])[CH3:2]. Reported procedure: 2-(Diethoxymethyl)-4-thiazolecarboxylic acid ethyl ester (2.90 g, 11.8 mmol) synthesized according to Bull. Chem. Soc. Jpn., 58, 352 (1985), which is incorporated herein by reference in its entirety, was dissolved in acetone (37.3 mL), 1N aqueous hydrochloric acid solution (3.73 mL) was added, and the mixture was stirred with heating at 60° C. for 4 hours. After evaporation of the solvent, the mixture was worked up according to a conventional method to give the title compound as a crude product ...